This data is from the Open Reaction Database (ORD), a public repository of structured organic reaction records. The task is: describe an organic reaction: reactants, conditions, products, and yield Reactants: C#CC1(S(N)(=O)=O)CC1, C=CCCCCN(C)C(=O)C1CC(Oc2cc(-n3ccc(C(F)(F)F)n3)nc3c(Cl)c(OC)ccc23)CN1C(=O)OC(C)(C)C. Yields the product C=CCCCCN(C)C(=O)C1CC(Oc2cc(-n3ccc(C(F)(F)F)n3)nc3c(Cl)c(OC)ccc23)CN1. Reaction SMILES: [C:46]([C:47]1([S:48]([NH2:49])(=[O:50])=[O:51])[CH2:52][CH2:53]1)#[CH:54].[Cl:1][c:2]1[c:3]([O:44][CH3:45])[cH:4][cH:5][c:6]2[c:7]([O:21][CH:22]3[CH2:23][CH:24]([C:34]([N:35]([CH3:36])[CH2:37][CH2:38][CH2:39][CH2:40][CH:41]=[CH2:42])=[O:43])[N:25]([C:27]([O:28][C:29]([CH3:30])([CH3:31])[CH3:32])=[O:33])[CH2:26]3)[cH:8][c:9](-[n:12]3[n:13][c:14]([C:17]([F:18])([F:19])[F:20])[cH:15][cH:16]3)[n:10][c:11]12>>[Cl:1][c:2]1[c:3]([O:44][CH3:45])[cH:4][cH:5][c:6]2[c:7]([O:21][CH:22]3[CH2:23][CH:24]([C:34]([N:35]([CH3:36])[CH2:37][CH2:38][CH2:39][CH2:40][CH:41]=[CH2:42])=[O:43])[NH:25][CH2:26]3)[cH:8][c:9](-[n:12]3[n:13][c:14]([C:17]([F:18])([F:19])[F:20])[cH:15][cH:16]3)[n:10][c:11]12. Reactants: CSC1=CC=C(OC2=C(C#N)C=C(C=C2)[N+](=O)[O-])C=C1 (2-(4-(methylthio)phenoxy)-5-nitrobenzonitrile), OO (hydrogen peroxide), O (water). Solvent: C(C)(=O)O (acetic acid), C(C)(=O)O (acetic acid). Run at time 16 hour. Product: CS(=O)C1=CC=C(OC2=C(C#N)C=C(C=C2)[N+](=O)[O-])C=C1 (2-(4-(Methylsulfinyl)phenoxy)-5-nitrobenzonitrile). The yield is 92.6%. Reaction SMILES: [CH3:1][S:2][C:3]1[CH:20]=[CH:19][C:6]([O:7][C:8]2[CH:15]=[CH:14][C:13]([N+:16]([O-:18])=[O:17])=[CH:12][C:9]=2[C:10]#[N:11])=[CH:5][CH:4]=1.[OH:21]O.O>C(O)(=O)C>[CH3:1][S:2]([C:3]1[CH:20]=[CH:19][C:6]([O:7][C:8]2[CH:15]=[CH:14][C:13]([N+:16]([O-:18])=[O:17])=[CH:12][C:9]=2[C:10]#[N:11])=[CH:5][CH:4]=1)=[O:21]. Procedure details: To a slurry of 10.0 g (0.0350 moles) of 2-(4-(methylthio)phenoxy)-5-nitrobenzonitrile in 100 ml of glacial acetic acid was added a solution of 4.0 g of aqueous 30 percent (30%) hydrogen peroxide (0.0350 moles) dissolved in 20 ml of glacial acetic acid over 5 minutes. The reaction mixture was stirred at room temperature for 16 hrs and heated at 50° C. for 3 hrs. The reaction mixture was poured into water and the product collected by filtration, washed well with water and dried to obtain 9.8 g of ... RXN SMILES: [CH3:29][n:30]1[c:31](=[O:39])[c:32]([C:36](=[O:37])[OH:38])[cH:33][cH:34][cH:35]1.[NH2:1][c:2]1[cH:3][c:4]([F:28])[c:5]([O:6][c:7]2[c:8]3[c:9]([n:10][cH:11][cH:12]2)[cH:13][c:14](-[c:16]2[cH:17][cH:18][c:19]([C:20](=[O:21])[NH:22][CH3:23])[cH:24][cH:25]2)[s:15]3)[cH:26][cH:27]1>>[NH:1]([c:2]1[cH:3][c:4]([F:28])[c:5]([O:6][c:7]2[c:8]3[c:9]([n:10][cH:11][cH:12]2)[cH:13][c:14](-[c:16]2[cH:17][cH:18][c:19]([C:20](=[O:21])[NH:22][CH3:23])[cH:24][cH:25]2)[s:15]3)[cH:26][cH:27]1)[C:36]([c:32]1[c:31](=[O:39])[n:30]([CH3:29])[cH:35][cH:34][cH:33]1)=[O:37]. The product is CNC(=O)c1ccc(-c2cc3nccc(Oc4ccc(NC(=O)c5cccn(C)c5=O)cc4F)c3s2)cc1. The reactants are Cn1cccc(C(=O)O)c1=O, CNC(=O)c1ccc(-c2cc3nccc(Oc4ccc(N)cc4F)c3s2)cc1. Starting materials: BrC1=C2CCOC(C2=CC=C1)C=1NCCN1 (2-(5-bromoisochroman-1-yl)-4,5-dihydro-1H-imidazole), C(C)B(O)O (ethylboronic acid), (1,1′-bis(diphenylphosphino)ferrocene)dichloropalladium(II), C(Cl)Cl (CH2Cl2), [F-].[Cs+] (CsF). Solvent: CN(C)C=O (DMF), O1CCOCC1 (dioxane). Reaction conditions: temperature 150 celsius. Product: C(C)C1=C2CCOC(C2=CC=C1)C=1NCCN1 (2-(5-Ethylisochroman-1-yl)-4,5-dihydro-1H-imidazole). As a reaction SMILES: Br[C:2]1[CH:11]=[CH:10][CH:9]=[C:8]2[C:3]=1[CH2:4][CH2:5][O:6][CH:7]2[C:12]1[NH:13][CH2:14][CH2:15][N:16]=1.[CH2:17](B(O)O)[CH3:18].C(Cl)Cl.[F-].[Cs+]>CN(C=O)C.O1CCOCC1>[CH2:17]([C:2]1[CH:11]=[CH:10][CH:9]=[C:8]2[C:3]=1[CH2:4][CH2:5][O:6][CH:7]2[C:12]1[NH:13][CH2:14][CH2:15][N:16]=1)[CH3:18] |f:3.4|. Procedure: To a mixture of 2-(5-bromoisochroman-1-yl)-4,5-dihydro-1H-imidazole (100 mg), ethylboronic acid (56.2 mg), (1,1′-bis(diphenylphosphino)ferrocene)dichloropalladium(II), complex with CH2Cl2 (1:1) (13 mg) and CsF (108 mg) was added dioxane (4 ml) and DMF (1 ml). The mixture was degassed with N2 and heated in a microwave oven for 30 min at 100° C. and 30 min at 150° C. The title compound was purified by separation methods J and G. (Yield 6.1 mg). Solvent: C(C)O (ethyl alcohol), C(C)O (ethyl alcohol). Product: C(C)(C)NC(C(F)Cl)=O (N-Isopropyl chlorofluoroacetamide). As a reaction SMILES: [CH:1]([NH2:4])([CH3:3])[CH3:2].[F:5][CH:6]([Cl:12])[C:7](OCC)=[O:8]>C(O)C.C(O)CO>[CH:1]([NH:4][C:7](=[O:8])[CH:6]([Cl:12])[F:5])([CH3:3])[CH3:2]. Conditions: time 2 hour. Procedure details: A solution of 11.8 grams (0.2 mole) isopropyl amine in 20 milliliters ethyl alcohol were added dropwise at 10°-15° C. with stirring to a solution of ethyl fluorochloroacetate and 5 drops of ethylene glycol in 80 milliliters ethyl alcohol. The solution was stirred at 10°-20° C. for 2 hours and was then stored at -15° C. for 3 days. At this time, the solution was evaporated to leave a liquid, 25.2 grams, nD30 1.4395, identified as the title compound by infrared and nuclear magnetic resonance spect... Reactants: C(C)(C)N (isopropyl amine), FC(C(=O)OCC)Cl (ethyl fluorochloroacetate). The reagents and catalysts are C(CO)O (ethylene glycol). Reactants: C(C1=CC=CC=C1)OC(=O)N1CC(C(CC1)CC=C)NC1=NC=2N(C(=C1C)NC1=CC=C(C=C1)OCC)N=CC2 (4-Allyl-3-[7-(4-ethoxy-phenylamino)-6-methyl-pyrazolo[1,5-a]pyrimidin-5-ylamino]-piperidine-1-carboxylic acid benzyl ester). The reagents and catalysts are [Pd] (palladium on carbon). The solvent is CCO (EtOH). Yields the product C(C)OC1=CC=C(C=C1)NC1=C(C(=NC=2N1N=CC2)NC2CNCCC2CCC)C (7-N-(4-Ethoxy-phenyl)-6-methyl-5-N-(4-propyl-piperidin-3-yl)-pyrazolo[1,5-a]pyrimidine-5,7-diamine). The yield is 59.8%. As a reaction SMILES: C(OC([N:11]1[CH2:16][CH2:15][CH:14]([CH2:17][CH:18]=[CH2:19])[CH:13]([NH:20][C:21]2[C:26]([CH3:27])=[C:25]([NH:28][C:29]3[CH:34]=[CH:33][C:32]([O:35][CH2:36][CH3:37])=[CH:31][CH:30]=3)[N:24]3[N:38]=[CH:39][CH:40]=[C:23]3[N:22]=2)[CH2:12]1)=O)C1C=CC=CC=1>CCO.[Pd]>[CH2:36]([O:35][C:32]1[CH:31]=[CH:30][C:29]([NH:28][C:25]2[N:24]3[N:38]=[CH:39][CH:40]=[C:23]3[N:22]=[C:21]([NH:20][CH:13]3[CH:14]([CH2:17][CH2:18][CH3:19])[CH2:15][CH2:16][NH:11][CH2:12]3)[C:26]=2[CH3:27])=[CH:34][CH:33]=1)[CH3:37]. Procedure: A solution of 4-Allyl-3-[7-(4-ethoxy-phenylamino)-6-methyl-pyrazolo[1,5-a]pyrimidin-5-ylamino]-piperidine-1-carboxylic acid benzyl ester (3.1 mg) in EtOH (1.5 mL) was hydrogenated in the presence of 10% palladium on carbon (7.5 mg) for 45 min. The mixture was filtered through a pad of Celite and evapotrated. The residue was purified on preparative TLC to give the title compound (1.4 mg). Reactants: C(#C)C=1C2=CC=CC=C2C=C2C=CC=CC12 (9-ethynyl anthracene), CN(CCN(C)C)C (N,N,N′,N′-tetramethylethylenediamine). Reagents/catalysts: [Cu]Cl (copper(I) chloride). Run in CC(=O)C (acetone). Conditions: time 2 hour. Yields the product C1=CC=CC2=CC3=CC=CC=C3C(=C12)C#CC#CC=1C2=CC=CC=C2C=C2C=CC=CC12 (1,4-bis(9-Anthracenyl)butadiyne). Isolated yield 873.0%. RXN SMILES: [C:1]([C:3]1[C:4]2[C:9]([CH:10]=[C:11]3[C:16]=1[CH:15]=[CH:14][CH:13]=[CH:12]3)=[CH:8][CH:7]=[CH:6][CH:5]=2)#[CH:2].CN(C)[CH2:19][CH2:20]N(C)C>CC(C)=O.[Cu]Cl>[CH:5]1[C:4]2[C:9](=[CH:10][C:11]3[C:16]([C:3]=2[C:1]#[C:2][C:7]#[C:6][C:5]2[C:4]4[C:3]([CH:1]=[C:20]5[C:19]=2[CH:15]=[CH:14][CH:13]=[CH:12]5)=[CH:16][CH:11]=[CH:10][CH:9]=4)=[CH:15][CH:14]=[CH:13][CH:12]=3)[CH:8]=[CH:7][CH:6]=1. Reported procedure: 15 g (0.074 mol) of 9-ethynyl anthracene, 0.36 g (3.7 mmol) copper(I) chloride, 0.43 g (3.7 mmol) of N,N,N′,N′-tetramethylethylenediamine were put into a 500 ml round-bottomed flask equipped with a stirrer, and then dissolved in 200 ml of acetone. The resulting mixture was then vigorously stirred for two hours while purging oxygen gas, to give red-colored solid. After the reaction was completed, the solvent was mostly removed with a small amount remaining. The residue was then precipitated in 5%...